This data is from the Open Reaction Database (ORD), a public repository of structured organic reaction records. The task is: describe an organic reaction: reactants, conditions, products, and yield The reactants are [Br-], CC(C)(Br)C(=O)c1ccc(Oc2ccc(C(=O)C3CCCCC3)cc2)cc1, Br, ClCCl. Product: CC(C)(Br)C(=O)c1ccc(Oc2ccc(C(=O)C3(Br)CCCCC3)cc2)cc1. RXN SMILES: [Br-:29].[Br:2][C:3]([C:4](=[O:5])[c:6]1[cH:7][cH:8][c:9]([O:12][c:13]2[cH:14][cH:15][c:16]([C:19](=[O:20])[CH:21]3[CH2:22][CH2:23][CH2:24][CH2:25][CH2:26]3)[cH:17][cH:18]2)[cH:10][cH:11]1)([CH3:27])[CH3:28].[BrH:1].[Cl:30][CH2:31][Cl:32]>>[Br:1][C:21]1([C:19]([c:16]2[cH:15][cH:14][c:13]([O:12][c:9]3[cH:8][cH:7][c:6]([C:4]([C:3]([Br:2])([CH3:27])[CH3:28])=[O:5])[cH:11][cH:10]3)[cH:18][cH:17]2)=[O:20])[CH2:22][CH2:23][CH2:24][CH2:25][CH2:26]1. Reactants: COC(=O)c1ncc(-c2cccc(C(F)(F)F)c2)cc1C, COc1ccc(B(O)O)cc1C(F)(F)F, Cc1cc(-c2ccc(Cl)c(Cl)c2)cnc1C(=O)N1CCC(N2CCCC2)CC1, [Na+], [Na+], O=C([O-])[O-], C1COCCO1, O. The product is COc1ccc(-c2cnc(C(=O)N3CCC(N4CCCC4)CC3)c(C)c2)cc1C(F)(F)F. Reaction SMILES: [CH3:1][O:2][C:3]([c:4]1[c:5]([CH3:6])[cH:7][c:8](-[c:9]2[cH:10][cH:11][cH:12][c:13]([C:14]([F:15])([F:16])[F:17])[cH:18]2)[cH:19][n:20]1)=[O:21].[CH3:50][O:51][c:52]1[c:53]([C:61]([F:62])([F:63])[F:64])[cH:54][c:55]([B:58]([OH:59])[OH:60])[cH:56][cH:57]1.[Cl:22][c:23]1[cH:24][c:25](-[c:30]2[cH:31][c:32]([CH3:49])[c:33]([C:36](=[O:37])[N:38]3[CH2:39][CH2:40][CH:41]([N:44]4[CH2:45][CH2:46][CH2:47][CH2:48]4)[CH2:42][CH2:43]3)[n:34][cH:35]2)[cH:26][cH:27][c:28]1[Cl:29].[Na+:65].[Na+:66].[O-:67][C:68](=[O:69])[O-:70].[O:72]1[CH2:73][CH2:74][O:75][CH2:76][CH2:77]1.[OH2:71]>>[c:30]1(-[c:55]2[cH:54][c:53]([C:61]([F:62])([F:63])[F:64])[c:52]([O:51][CH3:50])[cH:57][cH:56]2)[cH:31][c:32]([CH3:49])[c:33]([C:36](=[O:37])[N:38]2[CH2:39][CH2:40][CH:41]([N:44]3[CH2:45][CH2:46][CH2:47][CH2:48]3)[CH2:42][CH2:43]2)[n:34][cH:35]1. The reactants are [Al+3], C1CCOC1, [H-], [H-], [H-], [H-], [Li+], [Na+], [OH-], O, CC(C)(C)OC(=O)N1CCC(CO)CC1. Product: CN1CCC(CO)CC1. Reaction SMILES: [Al+3:17].[CH2:25]1[O:26][CH2:27][CH2:28][CH2:29]1.[H-:16].[H-:19].[H-:20].[H-:21].[Li+:18].[Na+:24].[OH-:23].[OH2:22].[OH:1][CH2:2][CH:3]1[CH2:4][CH2:5][N:6]([C:9]([O:10][C:11]([CH3:12])([CH3:13])[CH3:14])=[O:15])[CH2:7][CH2:8]1>>[OH:1][CH2:2][CH:3]1[CH2:4][CH2:5][N:6]([CH3:9])[CH2:7][CH2:8]1. The reactants are CC(=CCC1COC(C)(C)N1C(=O)OC(C)(C)C)c1ccccc1, CCOC(C)=O, Cl, C1COCCO1. Product: CC(=CCC(N)CO)c1ccccc1. As a reaction SMILES: [C:1]([O:2][C:3](=[O:7])[N:8]1[C:4]([CH3:5])([CH3:6])[O:10][CH2:11][CH:12]1[CH2:13][CH:14]=[C:15]([CH3:16])[c:17]1[cH:18][cH:19][cH:20][cH:21][cH:22]1)([CH3:9])([CH3:23])[CH3:24].[CH3:32][CH2:33][O:34][C:35](=[O:36])[CH3:37].[ClH:25].[O:26]1[CH2:27][CH2:28][O:29][CH2:30][CH2:31]1>>[NH2:8][CH:12]([CH2:11][OH:10])[CH2:13][CH:14]=[C:15]([CH3:16])[c:17]1[cH:18][cH:19][cH:20][cH:21][cH:22]1.